From a dataset of the Open Reaction Database (ORD), a public repository of structured organic reaction records. describe an organic reaction: reactants, conditions, products, and yield Starting materials: C1(CCCC2=CC=CC=C12)=O (1-tetralone), C1CCOC1 (THF). As a reaction SMILES: [C:1]1(=[O:11])[C:10]2[C:5](=[CH:6][CH:7]=[CH:8][CH:9]=2)[CH2:4][CH2:3][CH2:2]1.[CH2:12]1COCC1>>[CH2:12]=[C:2]1[CH2:3][CH2:4][C:5]2[C:10](=[CH:9][CH:8]=[CH:7][CH:6]=2)[C:1]1=[O:11]. Product: C=C1C(C2=CC=CC=C2CC1)=O (2-methylene-1-tetralone). Procedure details: To a solution of 1-tetralone (164.5 g) in about 400 ml THF was added, in four separate portions, TAMA (243 g) and trioxymethylene (99 g) over 31/2 hours, and the mixture refluxed for 20 hours. The mixture was cooled and portioned between Et2O and water, the layers separated and the aqueous layer extracted twice with Et2O. The combined Et2O layers are exhaustively washed with water, NaHCO3 and then with brine, dried (MgSO4) concentrated in vacuo to yield an oil which is flash chromatographed on s... Reported procedure: To a solution of 1,3-diethylbarbituric acid (61 g) in phosphorus oxychloride (224 ml) was added dimethylformamide (35 ml) with stirring at room temperature and then the reaction solution was refluxed for 3.5 hr. The solution was concentrated to dryness to give an oil. The oil was poured into ice-water to give crystals, 6-chloro-1,3-diethyl-5-formyluracil (64 g), m.p. 88°-89° C. Starting materials: C(C)N1C(=O)N(C(=O)CC1=O)CC (1,3-diethylbarbituric acid), CN(C=O)C (dimethylformamide), P(=O)(Cl)(Cl)Cl (phosphorus oxychloride), ice water. As a reaction SMILES: [CH2:1]([N:3]1[C:10](=[O:11])[CH2:9][C:7](=O)[N:6]([CH2:12][CH3:13])[C:4]1=[O:5])[CH3:2].CN(C)[CH:16]=[O:17].P(Cl)(Cl)([Cl:21])=O>>[Cl:21][C:7]1[N:6]([CH2:12][CH3:13])[C:4](=[O:5])[N:3]([CH2:1][CH3:2])[C:10](=[O:11])[C:9]=1[CH:16]=[O:17]. Yields the product ClC1=C(C(N(C(N1CC)=O)CC)=O)C=O (6-chloro-1,3-diethyl-5-formyluracil). The reactants are C(C)(C)(C)[Si](OC(CCCC1=CC=CC=C1)C=1C(=NOC1C1=CC=C(C=C1)C1=CC=C(C=C1)C1(CC1)C(=O)O)C)(C)C (1-(4′-{4-[1-(tert-butyl-dimethyl-silanyloxy)-4-phenyl-butyl]-3-methyl-isoxazol-5-yl}-biphenyl-4-yl)-cyclopropanecarboxylic acid), CC=1C=CC(=CC1)S(=O)(=O)N (p-toluenesulfonamide). Product: C(C)(C)(C)[Si](OC(CCCC1=CC=CC=C1)C=1C(=NOC1C1=CC=C(C=C1)C1=CC=C(C=C1)C1(CC1)C(=O)NS(=O)(=O)C1=CC=C(C=C1)C)C)(C)C (N-[1-(4′-{4-[1-(tert-butyl-dimethyl-silanyloxy)-4-phenyl-butyl]-3-methyl-isoxazol-5-yl]-biphenyl-4-yl)-cyclopropanecarbonyl}-4-methyl-benzenesulfonamide). As a reaction SMILES: [C:1]([Si:5]([CH3:42])([CH3:41])[O:6][CH:7]([C:17]1[C:18]([CH3:40])=[N:19][O:20][C:21]=1[C:22]1[CH:27]=[CH:26][C:25]([C:28]2[CH:33]=[CH:32][C:31]([C:34]3([C:37]([OH:39])=O)[CH2:36][CH2:35]3)=[CH:30][CH:29]=2)=[CH:24][CH:23]=1)[CH2:8][CH2:9][CH2:10][C:11]1[CH:16]=[CH:15][CH:14]=[CH:13][CH:12]=1)([CH3:4])([CH3:3])[CH3:2].[CH3:43][C:44]1[CH:45]=[CH:46][C:47]([S:50]([NH2:53])(=[O:52])=[O:51])=[CH:48][CH:49]=1>>[C:1]([Si:5]([CH3:42])([CH3:41])[O:6][CH:7]([C:17]1[C:18]([CH3:40])=[N:19][O:20][C:21]=1[C:22]1[CH:27]=[CH:26][C:25]([C:28]2[CH:29]=[CH:30][C:31]([C:34]3([C:37]([NH:53][S:50]([C:47]4[CH:48]=[CH:49][C:44]([CH3:43])=[CH:45][CH:46]=4)(=[O:51])=[O:52])=[O:39])[CH2:36][CH2:35]3)=[CH:32][CH:33]=2)=[CH:24][CH:23]=1)[CH2:8][CH2:9][CH2:10][C:11]1[CH:16]=[CH:15][CH:14]=[CH:13][CH:12]=1)([CH3:4])([CH3:3])[CH3:2]. Procedure details: Prepared according to the procedure described in Example 106, Step 4, using 1-(4′-{4-[1-(tert-butyl-dimethyl-silanyloxy)-4-phenyl-butyl]-3-methyl-isoxazol-5-yl}-biphenyl-4-yl)-cyclopropanecarboxylic acid and p-toluenesulfonamide. The reactants are O=C([O-])[O-], Cc1nc(N2CCc3ccccc3CC2)c(C#N)c(=O)[nH]1, CN(C)C=O, FC(F)Cl, [K+], [K+]. Product: Cc1nc(OC(F)F)c(C#N)c(N2CCc3ccccc3CC2)n1. Reaction SMILES: [C:26](=[O:27])([O-:28])[O-:29].[CH3:1][c:2]1[nH:3][c:4](=[O:21])[c:5]([C:19]#[N:20])[c:6]([N:8]2[CH2:9][CH2:10][c:11]3[c:12]([cH:15][cH:16][cH:17][cH:18]3)[CH2:13][CH2:14]2)[n:7]1.[CH3:32][N:33]([CH3:34])[CH:35]=[O:36].[Cl:22][CH:23]([F:24])[F:25].[K+:30].[K+:31]>>[CH3:1][c:2]1[n:3][c:4]([O:21][CH:23]([F:24])[F:25])[c:5]([C:19]#[N:20])[c:6]([N:8]2[CH2:9][CH2:10][c:11]3[c:12]([cH:15][cH:16][cH:17][cH:18]3)[CH2:13][CH2:14]2)[n:7]1.